Dataset: the Open Reaction Database (ORD), a public repository of structured organic reaction records. Task: describe an organic reaction: reactants, conditions, products, and yield The reactants are [BH4-], CO, [Na+], CN1CCC(=O)c2cccc(CSc3nc4ccccc4[nH]3)c21. Yields the product CN1CCC(O)c2cccc(CSc3nc4ccccc4[nH]3)c21. Reaction SMILES: [BH4-:24].[CH3:26][OH:27].[Na+:25].[n:1]1[c:2]([S:10][CH2:11][c:12]2[cH:13][cH:14][cH:15][c:16]3[c:21]2[N:20]([CH3:22])[CH2:19][CH2:18][C:17]3=[O:23])[nH:3][c:4]2[c:5]1[cH:6][cH:7][cH:8][cH:9]2>>[n:1]1[c:2]([S:10][CH2:11][c:12]2[cH:13][cH:14][cH:15][c:16]3[c:21]2[N:20]([CH3:22])[CH2:19][CH2:18][CH:17]3[OH:23])[nH:3][c:4]2[c:5]1[cH:6][cH:7][cH:8][cH:9]2. Reactants: C(C=C)NC(CC)CC (allyl-(1-ethyl-propyl)-amine), BrC=1C(=NC(=NC1)Cl)Cl (5-bromo-2,4-dichloropyrimidine), C(C)(C)N(CC)C(C)C (diisopropylethylamine). Solvent: C(C)(C)O (isopropanol). Conditions: time 8 hour. Yields the product C(C=C)N(C(CC)CC)C1=NC(=NC=C1Br)Cl (Allyl-(5-bromo-2-chloro-pyrimidin-4-yl)-(1-ethyl-propyl)-amine). Reaction SMILES: [CH2:1]([NH:4][CH:5]([CH2:8][CH3:9])[CH2:6][CH3:7])[CH:2]=[CH2:3].[Br:10][C:11]1[C:12](Cl)=[N:13][C:14]([Cl:17])=[N:15][CH:16]=1.C(N(C(C)C)CC)(C)C>C(O)(C)C>[CH2:1]([N:4]([C:12]1[C:11]([Br:10])=[CH:16][N:15]=[C:14]([Cl:17])[N:13]=1)[CH:5]([CH2:8][CH3:9])[CH2:6][CH3:7])[CH:2]=[CH2:3]. Procedure: To a solution of allyl-(1-ethyl-propyl)-amine (10 mmol) is added anhydrous isopropanol (50 ml) and 5-bromo-2,4-dichloropyrimidine (2.979 g, 5 mmol) followed by diisopropylethylamine (2.61 ml, 15 mmol) at ambient temperature. The reaction is stirred overnight and concentrated in vacuo. The residue is purified with column chromatography (SiO2, 1:5 EtOAC/Hexane) to give the desired product. Reactants: BrC1=C(N=C(N=N1)N)C1=CC=CC=C1 (6-bromo-5-phenyl-1,2,4-triazin-3-amine), FC=1C=C(C=CC1)B(O)O (3-fluorophenylboronic acid). Yield: 61.5%. Procedure: 6-(3-Fluorophenyl)-5-phenyl-1,2,4-triazin-3-amine (49 mg, 62%) was prepared from 6-bromo-5-phenyl-1,2,4-triazin-3-amine (75 mg, 0.299 mmol) and 3-fluorophenylboronic acid (48.1 mg, 0.344 mmol) according to the general procedure of Example 1. The product is FC=1C=C(C=CC1)C1=C(N=C(N=N1)N)C1=CC=CC=C1 (6-(3-Fluorophenyl)-5-phenyl-1,2,4-triazin-3-amine). Reaction SMILES: Br[C:2]1[N:7]=[N:6][C:5]([NH2:8])=[N:4][C:3]=1[C:9]1[CH:14]=[CH:13][CH:12]=[CH:11][CH:10]=1.[F:15][C:16]1[CH:17]=[C:18](B(O)O)[CH:19]=[CH:20][CH:21]=1>>[F:15][C:16]1[CH:21]=[C:20]([C:2]2[N:7]=[N:6][C:5]([NH2:8])=[N:4][C:3]=2[C:9]2[CH:14]=[CH:13][CH:12]=[CH:11][CH:10]=2)[CH:19]=[CH:18][CH:17]=1. The reactants are ClC1=NC(=NC2=CC=CC=C12)C (4-chloro-2-methylquinazoline), CNN (N-methylhydrazine), C([O-])([O-])=O.[K+].[K+] (potassium carbonate), beige solid. The solvent is C1CCOC1 (THF). The product is CN(N)C1=NC(=NC2=CC=CC=C12)C (N-Methyl-N-(2-methyl-quinazolin-4-yl)-hydrazine). RXN SMILES: Cl[C:2]1[C:11]2[C:6](=[CH:7][CH:8]=[CH:9][CH:10]=2)[N:5]=[C:4]([CH3:12])[N:3]=1.[CH3:13][NH:14][NH2:15].C(=O)([O-])[O-].[K+].[K+]>C1COCC1>[CH3:13][N:14]([C:2]1[C:11]2[C:6](=[CH:7][CH:8]=[CH:9][CH:10]=2)[N:5]=[C:4]([CH3:12])[N:3]=1)[NH2:15] |f:2.3.4|. Reported procedure: The title compound was prepared from 4-chloro-2-methylquinazoline (1.0 g, 5.6 mmol), N-methylhydrazine (0.89 mL, 16.8 mmol) and potassium carbonate (1.3 g, 22.4 mmol) in dry THF (20 mL) by a procedure similar to example 1, step 3 yielding 380 mg (36%) of a beige solid. Reactants: C=CC(=O)OC, CC(=O)[O-], CC(=O)[O-], CC(=O)O, COc1ccc(C(F)(F)F)cc1NC(=O)Nc1ccccc1F, [Pd+2]. Yields the product COC(=O)C=Cc1cccc(F)c1NC(=O)Nc1cc(C(F)(F)F)ccc1OC. RXN SMILES: [C:24]([CH:25]=[CH2:26])(=[O:27])[O:28][CH3:29].[C:34]([O-:35])(=[O:36])[CH3:37].[C:39]([O-:40])(=[O:41])[CH3:42].[CH3:30][C:31](=[O:32])[OH:33].[F:1][c:2]1[c:3]([NH:8][C:9](=[O:10])[NH:11][c:12]2[c:13]([O:22][CH3:23])[cH:14][cH:15][c:16]([C:18]([F:19])([F:20])[F:21])[cH:17]2)[cH:4][cH:5][cH:6][cH:7]1.[Pd+2:38]>>[F:1][c:2]1[c:3]([NH:8][C:9](=[O:10])[NH:11][c:12]2[c:13]([O:22][CH3:23])[cH:14][cH:15][c:16]([C:18]([F:19])([F:20])[F:21])[cH:17]2)[c:4]([CH:26]=[CH:25][C:24](=[O:27])[O:28][CH3:29])[cH:5][cH:6][cH:7]1. The reactants are NC1=C(C(=NC(=C1)Br)C(=O)OC)OC (Methyl 4-amino-6-bromo-3-methoxypicolinate), C(CCC)[Sn](C(=C)OCC)(CCCC)CCCC (tributyl(1-ethoxyvinyl)stannane), [Sn] (tin). The reagents and catalysts are Cl[Pd]([P](C1=CC=CC=C1)(C2=CC=CC=C2)C3=CC=CC=C3)([P](C4=CC=CC=C4)(C5=CC=CC=C5)C6=CC=CC=C6)Cl (bis(triphenylphosphine)palladium(ii) chloride), [Pd] (palladium). The solvent is ClCCCl (DCE). Reaction conditions: temperature 120 celsius, time 30 minute. Yields the product NC1=C(C(=NC(=C1)C(=C)OCC)C(=O)OC)OC (methyl 4-amino-6-(1-ethoxyvinyl)-3-methoxypicolinate). The yield is 86.9%. As a reaction SMILES: [NH2:1][C:2]1[CH:7]=[C:6](Br)[N:5]=[C:4]([C:9]([O:11][CH3:12])=[O:10])[C:3]=1[O:13][CH3:14].C([Sn](CCCC)(CCCC)[C:20]([O:22][CH2:23][CH3:24])=[CH2:21])CCC.[Sn]>ClCCCl.[Pd].Cl[Pd](Cl)([P](C1C=CC=CC=1)(C1C=CC=CC=1)C1C=CC=CC=1)[P](C1C=CC=CC=1)(C1C=CC=CC=1)C1C=CC=CC=1>[NH2:1][C:2]1[CH:7]=[C:6]([C:20]([O:22][CH2:23][CH3:24])=[CH2:21])[N:5]=[C:4]([C:9]([O:11][CH3:12])=[O:10])[C:3]=1[O:13][CH3:14] |^3:32,^1:41,60|. Procedure details: Methyl 4-amino-6-bromo-3-methoxypicolinate (2 g, 7.66 mmol), tributyl(1-ethoxyvinyl)stannane (4.15 g, 11.49 mmol) and bis(triphenylphosphine)palladium(ii) chloride (0.807 g, 1.149 mmol) in DCE (19.15 ml) were stirred under microwave irradiation (120° C., 30 min). The reaction was not completed (LC). Additional tin reagent (1 equiv) and palladium catalyst (0.15 equiv) were added and the reaction mixture was stirred under microwave irradiation (120° C., 30 min). The mixture was adsorbed onto celit... As a reaction SMILES: [NH2:1][C:2]1[CH:10]=[CH:9][C:5]([C:6]([OH:8])=[O:7])=[CH:4][C:3]=1[NH:11][CH:12]([CH3:14])[CH3:13].[N:15]([O-])=O.[Na+]>Cl.O>[CH:12]([N:11]1[C:3]2[CH:4]=[C:5]([C:6]([OH:8])=[O:7])[CH:9]=[CH:10][C:2]=2[N:1]=[N:15]1)([CH3:14])[CH3:13] |f:1.2|. Procedure details: To a stirred, cold (0° C.) mixture of 4-amino-3-isopropylamino-benzoic acid (11 g) in 120 mL of 6 N hydrochloric acid was added drop-wise a solution of 5.9 g of sodium nitrite in 40 mL of water. After 2 hours the solids were collected by filtration, washed with water, and dried to give 9 grams of 3-isopropyl-3H-benzotriazole-5-carboxylic acid. Product: C(C)(C)N1N=NC2=C1C=C(C=C2)C(=O)O (3-isopropyl-3H-benzotriazole-5-carboxylic acid). Isolated yield 77.4%. Solvent: Cl (hydrochloric acid), O (water). Starting materials: NC1=C(C=C(C(=O)O)C=C1)NC(C)C (4-amino-3-isopropylamino-benzoic acid), N(=O)[O-].[Na+] (sodium nitrite). Starting materials: C(#N)C1=CC=C(C=C1)N1CCN(CC1)C1C(CN(CC1)CC(=O)OCC)CCC(=O)OC (methyl 4 -[4 -(4 -cyanophenyl)-1-piperazinyl]-1-ethoxycarbonylmethyl-3-piperidinepropionate), Cl (hydrogen chloride), C([O-])([O-])=O.[NH4+].[NH4+] (ammonium carbonate). Run in C(C)O (ethanol), C(C)O (ethanol). Reaction conditions: time 8 hour. Yields the product Cl.C(N)(=N)C1=CC=C(C=C1)N1CCN(CC1)C1C(CN(CC1)CC(=O)OCC)CCC(=O)OCC (ethyl 4-[4-(4-amidinophenyl)-1-piperazinyl]-1-ethoxycarbonylmethyl-3-piperidinepropionate hydrochloride). RXN SMILES: [C:1]([C:3]1[CH:8]=[CH:7][C:6]([N:9]2[CH2:14][CH2:13][N:12]([CH:15]3[CH2:20][CH2:19][N:18]([CH2:21][C:22]([O:24][CH2:25][CH3:26])=[O:23])[CH2:17][CH:16]3[CH2:27][CH2:28][C:29]([O:31][CH3:32])=[O:30])[CH2:11][CH2:10]2)=[CH:5][CH:4]=1)#N.[C:33](=O)([O-])[O-].[NH4+:37].[NH4+:38].[ClH:39]>C(O)C>[ClH:39].[C:1]([C:3]1[CH:8]=[CH:7][C:6]([N:9]2[CH2:14][CH2:13][N:12]([CH:15]3[CH2:20][CH2:19][N:18]([CH2:21][C:22]([O:24][CH2:25][CH3:26])=[O:23])[CH2:17][CH:16]3[CH2:27][CH2:28][C:29]([O:31][CH2:32][CH3:33])=[O:30])[CH2:11][CH2:10]2)=[CH:5][CH:4]=1)(=[NH:38])[NH2:37] |f:1.2.3,6.7|. Reported procedure: 550 mg of methyl 4 -[4 -(4 -cyanophenyl)-1-piperazinyl]-1-ethoxycarbonylmethyl-3-piperidinepropionate was dissolved in 20 ml of ethanol, into which hydrogen chloride was made to blow at from -10° C. to -20° C. until saturation. This was heated up to room temperature and stirred overnight, and thereafter the solvent was. removed by distillation. The residue thus obtained was dissolved in 20 ml of ethanol, and 1.0 g of ammonium carbonate was added thereto and stirred at room temperature overnight.... The reactants are CC(=O)NCC(C)(C)c1ccc2nc(-c3ccc(C)cc3)[nH]c2c1, CCO, Cl. Product: Cc1ccc(-c2nc3ccc(C(C)(C)CN)cc3[nH]2)cc1. As a reaction SMILES: [C:1](=[O:2])([CH3:3])[NH:4][CH2:5][C:6]([CH3:7])([CH3:8])[c:9]1[cH:10][c:11]2[c:12]([n:13][c:14](-[c:16]3[cH:17][cH:18][c:19]([CH3:22])[cH:20][cH:21]3)[nH:15]2)[cH:23][cH:24]1.[CH3:26][CH2:27][OH:28].[ClH:25]>>[NH2:4][CH2:5][C:6]([CH3:7])([CH3:8])[c:9]1[cH:10][c:11]2[c:12]([n:13][c:14](-[c:16]3[cH:17][cH:18][c:19]([CH3:22])[cH:20][cH:21]3)[nH:15]2)[cH:23][cH:24]1. The reactants are CNC (dimethylamine), BrCC(=O)C1=CC=C(C=C1)Cl (2-bromo-4'-chloroacetophenone). Solvent: C(Cl)Cl (methylene chloride), C(Cl)Cl (methylene chloride). Run at temperature 20 celsius. The product is CN(CC(=O)C1=CC=C(C=C1)Cl)C (2-dimethylamino-4'-chloroacetophenone). Yield: 99.0%. RXN SMILES: [CH3:1][NH:2][CH3:3].Br[CH2:5][C:6]([C:8]1[CH:13]=[CH:12][C:11]([Cl:14])=[CH:10][CH:9]=1)=[O:7]>C(Cl)Cl>[CH3:1][N:2]([CH3:3])[CH2:5][C:6]([C:8]1[CH:13]=[CH:12][C:11]([Cl:14])=[CH:10][CH:9]=1)=[O:7]. Procedure details: To 66 g (1460 mmole) of anhydrous dimethylamine in 200 ml of methylene chloride and cooled to -30° C. was added a solution of 155 g (664 mmole) of 2-bromo-4'-chloroacetophenone in 200 ml of methylene chloride. After the addition was complete the reaction was allowed to warm to 20° C. Concentration in vacuo, partitioning between diethyl ether and 1M aqueous sodium hydroxide, washing with brine, drying over anhydrous magnesium sulfate, and reconcentration in vacuo gives 130 g of the title compound...